Task: describe an organic reaction: reactants, conditions, products, and yield. Dataset: the Open Reaction Database (ORD), a public repository of structured organic reaction records As a reaction SMILES: [CH3:43][C:44]#[N:45].[F:23][C:24]([F:25])([F:26])[S:27]([O:28][c:29]1[cH:30][cH:31][c:32]2[c:37]([cH:38]1)[O:36][CH2:35][CH2:34][C:33]2=[O:39])(=[O:40])=[O:41].[K:20][C:21]#[N:22].[OH2:42].[Zn:46].[c:1]1([P:2]([c:3]2[cH:4][cH:5][cH:6][cH:7][cH:8]2)[c:9]2[cH:10][cH:11][cH:12][cH:13][cH:14]2)[cH:15][cH:16][cH:17][cH:18][cH:19]1>>[C:21](#[N:22])[c:29]1[cH:30][cH:31][c:32]2[c:37]([cH:38]1)[O:36][CH2:35][CH2:34][C:33]2=[O:39]. Reactants: CC#N, O=C1CCOc2cc(OS(=O)(=O)C(F)(F)F)ccc21, N#C[K], O, [Zn], c1ccc(P(c2ccccc2)c2ccccc2)cc1. Product: N#Cc1ccc2c(c1)OCCC2=O. Starting materials: P(=O)([O-])([O-])[O-] (phosphate), [N+](=O)([O-])C1=CC=C(COC(=O)C=2N3C(C(C3SC2)(Br)C(C2=CC3=C(OC4=C(C(N3CC3=CC=CC=C3)=O)C=CC=C4)C=C2)OC(C)=O)=O)C=C1 (6-[acetoxy-(10-benzyl-11-oxo-10,11-dihydro-dibenzo[b,f][1,4]oxazepin-8-yl)-methyl]-6-bromo-7oxo-4-thia-1-aza-bicyclo[3.2.0]hept-2-ene-2-carboxylic acid 4-nitro-benzyl ester). Reagents/catalysts: [Pd] (Pd—C). Run in C1CCOC1 (THF). Conditions: time 3 hour. Yields the product C(C1=CC=CC=C1)N1C2=C(OC3=C(C1=O)C=CC=C3)C=CC(=C2)\C=C/2\[C@H]3SC=C(N3C2=O)C(=O)O ((5R, 6E)-6-[(10-benzyl-11-oxo-10,11-dihydrodibenzo[b,f][1,4]oxazepin-8-yl)methylene]-7-oxo-4-thia-1-azabicyclo[3.2.0]hept-2-ene-2-carboxylic acid). Isolated yield 24.0%. RXN SMILES: P([O-])([O-])([O-])=O.[N+](C1C=CC(C[O:14][C:15]([C:17]2[N:18]3[CH:21]([S:22][CH:23]=2)[C:20]([CH:25](OC(=O)C)[C:26]2[CH:48]=[CH:47][C:29]4[O:30][C:31]5[CH:46]=[CH:45][CH:44]=[CH:43][C:32]=5[C:33](=[O:42])[N:34]([CH2:35][C:36]5[CH:41]=[CH:40][CH:39]=[CH:38][CH:37]=5)[C:28]=4[CH:27]=2)(Br)[C:19]3=[O:53])=[O:16])=CC=1)([O-])=O>C1COCC1.[Pd]>[CH2:35]([N:34]1[C:33](=[O:42])[C:32]2[CH:43]=[CH:44][CH:45]=[CH:46][C:31]=2[O:30][C:29]2[CH:47]=[CH:48][C:26](/[CH:25]=[C:20]3/[C@@H:21]4[N:18]([C:19]/3=[O:53])[C:17]([C:15]([OH:16])=[O:14])=[CH:23][S:22]4)=[CH:27][C:28]1=2)[C:36]1[CH:37]=[CH:38][CH:39]=[CH:40][CH:41]=1. Reported procedure: A 0.5M phosphate buffer solution (pH 6.5) was added to a solution of 6-[acetoxy-(10-benzyl-11-oxo-10,11-dihydro-dibenzo[b,f][1,4]oxazepin-8-yl)-methyl]-6-bromo-7oxo-4-thia-1-aza-bicyclo[3.2.0]hept-2-ene-2-carboxylic acid 4-nitro-benzyl ester (0.210 g, 0.273 mmole) in THF, followed by 10% Pd—C (0.0546 g). The reaction mixture then was hydrogenated at 40 psi for three hours. Filtered through a celite pad and removed the THF by rotary evaporation, extracted the mixture with ethyl acetate and washed... Reactants: C(C)(C)(C)OC(CN(C(C1=CC=C(C=C1)NC(CC1=C(C=C(C=C1)OC)C(F)(F)F)=O)=O)CC1=CC=C(C(=O)O)C=C1)=O (4-((N-(2-(tert-butoxy)-2-oxoethyl)-4-(2-(4-methoxy-2-(trifluoromethyl)phenyl)acetamido)benzamido)methyl)benzoic acid), CC1=CC=C(C=C1)C1=CC=C(C=C1)C(N)=NN (4′-methyl-[1,1′-biphenyl]-4-carbohydrazonamide), CN1CCOCC1 (N-methylmorpholine), ClC(=O)OCC(C)C (isobutyl chloroformate). The solvent is O1CCOCC1 (dioxane), CN(C)C=O (DMF). Conditions: time 1 hour. The product is C(C)(C)(C)C(C(=O)O)N(C(C1=CC=C(C=C1)NC(CC1=C(C=C(C=C1)OC)C(F)(F)F)=O)=O)CC1=CC=C(C=C1)C1=NNC(=N1)C1=CC=C(C=C1)C1=CC=C(C=C1)C (tert-butyl 2-(4-(2-(4-methoxy-2-(trifluoromethyl)phenyl)acetamido)-N-(4-(5-(4′-methyl-[1,1′-biphenyl]-4-yl)-1H-1,2,4-triazol-3-yl)benzyl)benzamido)acetic acid). Isolated yield 9.0%. RXN SMILES: C([O:5][C:6](=[O:43])[CH2:7][N:8]([CH2:33][C:34]1[CH:42]=[CH:41][C:37]([C:38](O)=O)=[CH:36][CH:35]=1)[C:9](=[O:32])[C:10]1[CH:15]=[CH:14][C:13]([NH:16][C:17](=[O:31])[CH2:18][C:19]2[CH:24]=[CH:23][C:22]([O:25][CH3:26])=[CH:21][C:20]=2[C:27]([F:30])([F:29])[F:28])=[CH:12][CH:11]=1)(C)(C)C.CN1CCOCC1.ClC(O[CH2:55][CH:56]([CH3:58])[CH3:57])=O.[CH3:59][C:60]1[CH:65]=[CH:64][C:63]([C:66]2[CH:71]=[CH:70][C:69]([C:72](=[N:74][NH2:75])[NH2:73])=[CH:68][CH:67]=2)=[CH:62][CH:61]=1>O1CCOCC1.CN(C=O)C>[C:56]([CH:7]([N:8]([CH2:33][C:34]1[CH:42]=[CH:41][C:37]([C:38]2[N:73]=[C:72]([C:69]3[CH:68]=[CH:67][C:66]([C:63]4[CH:64]=[CH:65][C:60]([CH3:59])=[CH:61][CH:62]=4)=[CH:71][CH:70]=3)[NH:74][N:75]=2)=[CH:36][CH:35]=1)[C:9](=[O:32])[C:10]1[CH:11]=[CH:12][C:13]([NH:16][C:17](=[O:31])[CH2:18][C:19]2[CH:24]=[CH:23][C:22]([O:25][CH3:26])=[CH:21][C:20]=2[C:27]([F:28])([F:30])[F:29])=[CH:14][CH:15]=1)[C:6]([OH:5])=[O:43])([CH3:58])([CH3:57])[CH3:55]. Reported procedure: To a stirring solution of 4-((N-(2-(tert-butoxy)-2-oxoethyl)-4-(2-(4-methoxy-2-(trifluoromethyl)phenyl)acetamido)benzamido)methyl)benzoic acid INT-37 (216 mg, 0.360 mmol) in dioxane (4 mL) were added N-methylmorpholine (79.0 μl, 0.719 mmol) and isobutyl chloroformate (49.0 μl, 0.378 mmol). After stirring at room temperature for 1 h, the reaction mixture was added drop wise through a frit to a stirred solution of 4′-methyl-[1,1′-biphenyl]-4-carbohydrazonamide INT-39 (89.0 mg, 0.396 mmol) in DMF (... Starting materials: OC1CC=CC1, N#N, O, O=C1c2ccccc2C(=O)N1O, c1ccc(P(c2ccccc2)c2ccccc2)cc1. Product: O=C1c2ccccc2C(=O)N1OC1CC=CC1. Reaction SMILES: [CH:1]1([OH:6])[CH2:2][CH:3]=[CH:4][CH2:5]1.[N:38]#[N:39].[OH2:40].[OH:7][N:8]1[C:9](=[O:18])[c:10]2[cH:11][cH:12][cH:13][cH:14][c:15]2[C:16]1=[O:17].[c:19]1([P:20]([c:21]2[cH:22][cH:23][cH:24][cH:25][cH:26]2)[c:27]2[cH:28][cH:29][cH:30][cH:31][cH:32]2)[cH:33][cH:34][cH:35][cH:36][cH:37]1>>[CH:1]1([O:6][N:8]2[C:9](=[O:18])[c:10]3[cH:11][cH:12][cH:13][cH:14][c:15]3[C:16]2=[O:17])[CH2:2][CH:3]=[CH:4][CH2:5]1. The reactants are CN1CC=C(CC1)C1=CC=C2C=CNC2=C1 (6-(1-Methyl-1,2,5,6-tetrahydropyridin-4-yl)-indole), CN(C(=O)Cl)C (dimethylcarbamyl chloride), C[Si](C)(C)[N-][Si](C)(C)C.[Na+] (NaN(TMS)2). Solvent: C1CCOC1 (THF). Product: CN(C(=O)N1C=CC2=CC=C(C=C12)C1=CCN(CC1)C)C (1-Dimethylaminocarbonyl-6-[N-methyl-1,2,5,6-tetrahydro-pyridin-4-yl]-indole). RXN SMILES: [CH3:1][N:2]1[CH2:7][CH2:6][C:5]([C:8]2[CH:16]=[C:15]3[C:11]([CH:12]=[CH:13][NH:14]3)=[CH:10][CH:9]=2)=[CH:4][CH2:3]1.[CH3:17][N:18]([CH3:22])[C:19](Cl)=[O:20].C[Si]([N-][Si](C)(C)C)(C)C.[Na+]>C1COCC1>[CH3:17][N:18]([CH3:22])[C:19]([N:14]1[C:15]2[C:11](=[CH:10][CH:9]=[C:8]([C:5]3[CH2:6][CH2:7][N:2]([CH3:1])[CH2:3][CH:4]=3)[CH:16]=2)[CH:12]=[CH:13]1)=[O:20] |f:2.3|. Procedure: From 6-(1-Methyl-1,2,5,6-tetrahydropyridin-4-yl)-indole (16.6 mg, 0.0735 mmol), dimethylcarbamyl chloride (15.8 mg. 0.147 mmol) and 1M NaN(TMS)2(0.147ml) in 0.5 ml of THF at 0° C. Yield 12.5 mg (60%), the reaction being carried out according to Example 6. Reactants: CC(=O)[O-], CCO, Cl, O=Cc1cc(OC(F)(F)F)ccc1F, NO, [Na+]. Yields the product ON=Cc1cc(OC(F)(F)F)ccc1F. RXN SMILES: [CH3:19][C:20](=[O:21])[O-:22].[CH3:23][CH2:24][OH:25].[ClH:17].[F:1][c:2]1[c:3]([CH:4]=[O:5])[cH:6][c:7]([O:10][C:11]([F:12])([F:13])[F:14])[cH:8][cH:9]1.[NH2:15][OH:16].[Na+:18]>>[F:1][c:2]1[c:3]([CH:4]=[N:15][OH:16])[cH:6][c:7]([O:10][C:11]([F:12])([F:13])[F:14])[cH:8][cH:9]1.